Dataset: the Open Reaction Database (ORD), a public repository of structured organic reaction records. Task: describe an organic reaction: reactants, conditions, products, and yield Yields the product NC1=C(N=C(S1)C1=C(C=CC=C1F)F)C(=O)NC=1C=NN(C1N1CCC(CC1)(OC)CN)C (5-amino-N-[5-[4-(aminomethyl)-4-methoxy-1-piperidyl]-1-methyl-pyrazol-4-yl]-2-(2,6-difluorophenyl)thiazole-4-carboxamide). Procedure details: Following the procedure for Example 101 starting from tert-butyl (4-methoxy-1-(1-methyl-4-nitro-1H-pyrazol-5-yl)piperidin-4-yl)methylcarbamate and 5-(tert-butoxycarbonylamino)-2-(2,6-difluorophenyl)-thiazole-4-carboxylic acid gave 458 as an off-white solid (30 mg, 7% over three steps). 1H NMR (400 MHz, d4-MeOD) δ 8.56 (s, 1H), 7.56-7.42 (m, 2H), 7.15 (t, J=8.7 Hz, 2H), 3.74 (s, 3H), 3.42-3.33 (m, 4H), 3.23 (s, 2H), 3.12-2.95 (m, 3H), 1.97 (d, J=13.6 Hz, 2H), 1.76-1.66 (m, 2H). LCMS (ES+) m/z 478... Isolated yield 7.0%. As a reaction SMILES: [CH3:1][O:2][C:3]1([CH2:18][NH:19]C(=O)OC(C)(C)C)[CH2:8][CH2:7][N:6]([C:9]2[N:13]([CH3:14])[N:12]=[CH:11][C:10]=2[N+:15]([O-])=O)[CH2:5][CH2:4]1.C(OC([NH:34][C:35]1[S:39][C:38]([C:40]2[C:45]([F:46])=[CH:44][CH:43]=[CH:42][C:41]=2[F:47])=[N:37][C:36]=1[C:48](O)=[O:49])=O)(C)(C)C>>[NH2:34][C:35]1[S:39][C:38]([C:40]2[C:45]([F:46])=[CH:44][CH:43]=[CH:42][C:41]=2[F:47])=[N:37][C:36]=1[C:48]([NH:15][C:10]1[CH:11]=[N:12][N:13]([CH3:14])[C:9]=1[N:6]1[CH2:5][CH2:4][C:3]([CH2:18][NH2:19])([O:2][CH3:1])[CH2:8][CH2:7]1)=[O:49]. Starting materials: COC1(CCN(CC1)C1=C(C=NN1C)[N+](=O)[O-])CNC(OC(C)(C)C)=O (tert-butyl (4-methoxy-1-(1-methyl-4-nitro-1H-pyrazol-5-yl)piperidin-4-yl)methylcarbamate), C(C)(C)(C)OC(=O)NC1=C(N=C(S1)C1=C(C=CC=C1F)F)C(=O)O (5-(tert-butoxycarbonylamino)-2-(2,6-difluorophenyl)-thiazole-4-carboxylic acid). Starting materials: C(C)(C)(C)OC(=O)N1C(=CC=2C1=NC=C(C2)OCC2=CC=CC=C2)C(=O)O (5-benzyloxy-pyrrolo[2,3-b]pyridine-1,2-dicarboxylic acid 1-tert-butyl ester), CI (methyl iodide). Solvent: CN(C)C=O (DMF). Run at time 15 minute. Product: COC(=O)C1=CC=2C(=NC=C(C2)OCC2=CC=CC=C2)N1C(=O)OC(C)(C)C (5-Benzyloxy-pyrrolo[2,3-b]pyridine-1,2-dicarboxylic Acid 1-tert-butyl Ester 2-methyl Ester). Yield: 92.0%. As a reaction SMILES: [C:1]([O:5][C:6]([N:8]1[C:12]2=[N:13][CH:14]=[C:15]([O:17][CH2:18][C:19]3[CH:24]=[CH:23][CH:22]=[CH:21][CH:20]=3)[CH:16]=[C:11]2[CH:10]=[C:9]1[C:25]([OH:27])=[O:26])=[O:7])([CH3:4])([CH3:3])[CH3:2].[CH3:28]I>CN(C=O)C>[CH3:28][O:26][C:25]([C:9]1[N:8]([C:6]([O:5][C:1]([CH3:4])([CH3:2])[CH3:3])=[O:7])[C:12]2=[N:13][CH:14]=[C:15]([O:17][CH2:18][C:19]3[CH:20]=[CH:21][CH:22]=[CH:23][CH:24]=3)[CH:16]=[C:11]2[CH:10]=1)=[O:27]. Reported procedure: The solution of 0.2 g (0.54 mmol) 5-benzyloxy-pyrrolo[2,3-b]pyridine-1,2-dicarboxylic acid 1-tert-butyl ester in 2 ml DMF was cooled down to 0° C. and 26 mg (0.54 mmol; 55% dispersion in mineral oil) were added. After 15 min., 38 μl (85 mg, 0.6 mmol) methyl iodide were added and the cooling bath was removed. After 5 hours the reaction mixture was poured on water and was extracted five times with dichloromethane. The organic layers were dried over magnesium sulfate, filtered and evaporated to giv... The reactants are C1(=CC=CC=C1)C (Toluene), OC1=CC=C(CO)C=C1 (4-hydroxybenzyl alcohol), Cl.ClCCN1CCCCC1 (1-(2-chloroethyl) piperidine hydrochloride). Reagents/catalysts: [Br-].C(C1=CC=CC=C1)[N+](CC)(CC)CC (benzyltriethylammonium bromide). The solvent is [OH-].[Na+] (sodium hydroxide). Reaction conditions: time 1.5 hour. Product: N1(CCCCC1)CCOC1=CC=C(CO)C=C1 (4-(2-piperidine-1-yl-ethoxy)-benzyl alcohol). Yield: 74.2%. Reaction SMILES: [OH:1][C:2]1[CH:9]=[CH:8][C:5]([CH2:6][OH:7])=[CH:4][CH:3]=1.C1(C)C=CC=CC=1.Cl.Cl[CH2:19][CH2:20][N:21]1[CH2:26][CH2:25][CH2:24][CH2:23][CH2:22]1>[OH-].[Na+].[Br-].C([N+](CC)(CC)CC)C1C=CC=CC=1>[N:21]1([CH2:20][CH2:19][O:1][C:2]2[CH:9]=[CH:8][C:5]([CH2:6][OH:7])=[CH:4][CH:3]=2)[CH2:26][CH2:25][CH2:24][CH2:23][CH2:22]1 |f:2.3,4.5,6.7|. Reported procedure: 4-hydroxybenzyl alcohol (6.2 g, 0.0.05 mol) was dissolved in aqueus sodium hydroxide (SN, 30 mL). Toluene (30 mL) was added followed by 1-(2-chloroethyl) piperidine hydrochloride (9.29 g, 0.05 mol) and benzyltriethylammonium bromide (0.3 g). The reaction mixture was heated with vigorous stirring for 1.5 h. The layers were separated, the aqueous layer was extracted with toluene (2×15 mL). Combined organic extracts and organic layer was washed with water (50 mL), brine (50 mL), dried over sodium s...